Dataset: the Open Reaction Database (ORD), a public repository of structured organic reaction records. Task: describe an organic reaction: reactants, conditions, products, and yield Starting materials: C(C1=CC=CC=C1)NC(=O)C1=C(N=C(S1)C1=NC=C(N=C1)\C=C\C1=CC=C(C=C1)F)C (2-{5-[(E)-2-(4-fluoro-phenyl)-vinyl]-pyrazin-2-yl}-4-methyl-thiazole-5-carboxylic acid benzylamide). Reagents/catalysts: [OH-].[OH-].[Pd+2] (Pd(OH)2). Run in C(C)(=O)OCC.C(C)O (ethyl acetate ethanol). Run at time 3 hour. The product is C(C1=CC=CC=C1)NC(=O)C1=C(N=C(S1)C1=NC=C(N=C1)CCC1=CC=C(C=C1)F)C (2-{5-[2-(4-fluoro-phenyl)-ethyl]-pyrazin-2-yl}-4-methyl-thiazole-5-carboxylic acid benzylamide). The yield is 60.1%. Reaction SMILES: [CH2:1]([NH:8][C:9]([C:11]1[S:15][C:14]([C:16]2[CH:21]=[N:20][C:19](/[CH:22]=[CH:23]/[C:24]3[CH:29]=[CH:28][C:27]([F:30])=[CH:26][CH:25]=3)=[CH:18][N:17]=2)=[N:13][C:12]=1[CH3:31])=[O:10])[C:2]1[CH:7]=[CH:6][CH:5]=[CH:4][CH:3]=1>C(OCC)(=O)C.C(O)C.[OH-].[OH-].[Pd+2]>[CH2:1]([NH:8][C:9]([C:11]1[S:15][C:14]([C:16]2[CH:21]=[N:20][C:19]([CH2:22][CH2:23][C:24]3[CH:29]=[CH:28][C:27]([F:30])=[CH:26][CH:25]=3)=[CH:18][N:17]=2)=[N:13][C:12]=1[CH3:31])=[O:10])[C:2]1[CH:7]=[CH:6][CH:5]=[CH:4][CH:3]=1 |f:1.2,3.4.5|. Reported procedure: Part B. To a solution of 2-{5-[(E)-2-(4-fluoro-phenyl)-vinyl]-pyrazin-2-yl}-4-methyl-thiazole-5-carboxylic acid benzylamide (20 mg, 0.05 mmol, 1.0 equiv) in ethyl acetate/ethanol (1:1) was added Pd(OH)2 (10 mg, 20%). The flask was first purged with nitrogen, then with hydrogen. The reaction mixture was stirred at ambient temperature for 3 hr and monitored by LCMS. Upon completion, the reaction mixture was diluted with ethyl acetate, filtered through Celite and concentrated in vacuo. The crude pr... Reactants: C(C)(C)(C)C1=CC(=C(C=N1)C=1N([C@]([C@](N1)(C)C1=CC=C(C=C1)Cl)(C)C1=CC=C(C=C1)Cl)C(=O)Cl)OCC ((4S,5R)-2-(6-tert-butyl-4-ethoxy-pyridin-3-yl)-4,5-bis-(4-chloro-phenyl)-4,5-dimethyl-4,5-dihydro-imidazole-1-carbonyl chloride), N1CCNC(CC1)=O ([1,4]-diazepan-5-one). Product: C(C)(C)(C)C1=CC(=C(C=N1)C=1N([C@]([C@](N1)(C)C1=CC=C(C=C1)Cl)(C)C1=CC=C(C=C1)Cl)C(=O)N1CCNC(CC1)=O)OCC (1-[(4S,5R)-2-(6-tert-Butyl-4-ethoxy-pyridin-3-yl)-4,5-bis-(4-chloro-phenyl)-4,5-dimethyl-4,5-dihydro-imidazole-1-carbonyl]-[1,4]diazepan-5-one). As a reaction SMILES: [C:1]([C:5]1[N:10]=[CH:9][C:8]([C:11]2[N:12]([C:32](Cl)=[O:33])[C@@:13]([C:25]3[CH:30]=[CH:29][C:28]([Cl:31])=[CH:27][CH:26]=3)([CH3:24])[C@@:14]([C:17]3[CH:22]=[CH:21][C:20]([Cl:23])=[CH:19][CH:18]=3)([CH3:16])[N:15]=2)=[C:7]([O:35][CH2:36][CH3:37])[CH:6]=1)([CH3:4])([CH3:3])[CH3:2].[NH:38]1[CH2:44][CH2:43][C:42](=[O:45])[NH:41][CH2:40][CH2:39]1>>[C:1]([C:5]1[N:10]=[CH:9][C:8]([C:11]2[N:12]([C:32]([N:38]3[CH2:44][CH2:43][C:42](=[O:45])[NH:41][CH2:40][CH2:39]3)=[O:33])[C@@:13]([C:25]3[CH:26]=[CH:27][C:28]([Cl:31])=[CH:29][CH:30]=3)([CH3:24])[C@@:14]([C:17]3[CH:18]=[CH:19][C:20]([Cl:23])=[CH:21][CH:22]=3)([CH3:16])[N:15]=2)=[C:7]([O:35][CH2:36][CH3:37])[CH:6]=1)([CH3:2])([CH3:3])[CH3:4]. Reported procedure: In a manner analogous to the method described in examples 8, (4S,5R)-2-(6-tert-butyl-4-ethoxy-pyridin-3-yl)-4,5-bis-(4-chloro-phenyl)-4,5-dimethyl-4,5-dihydro-imidazole-1-carbonyl chloride (example 51) was coupled with [1,4]-diazepan-5-one (Oakwood) to give the title compound. HR-MS (ES, m/z) calculated for C34H40Cl2N5O3 [(M+H)+] 636.2503, observed 636.2504. Starting materials: O (water), [K+].C(C)(C)(C)C1=CC=C(C=C1)S(=O)(=O)[NH-] (4-tert-butylbenzenesulfonamide potassium salt), CCN(C(C)C)C(C)C (Hünig's base), ClC1=NC(=NC(=C1C1=CC=CC=C1)Cl)SC (4,6-dichloro-2-methylthio-5-phenylpyrimidine). Run in CS(=O)C (DMSO). Reaction conditions: time 24 hour. The product is C(C)(C)(C)C1=CC=C(C=C1)S(=O)(=O)NC1=NC(=NC(=C1C1=CC=CC=C1)Cl)SC (4-tert.-butyl-N-(6-chloro-2-methylsulfanyl-5-phenyl-pyrimidin-4-yl)-benzenesulfonamide). The yield is 87.4%. RXN SMILES: Cl[C:2]1[C:7]([C:8]2[CH:13]=[CH:12][CH:11]=[CH:10][CH:9]=2)=[C:6]([Cl:14])[N:5]=[C:4]([S:15][CH3:16])[N:3]=1.[K+].[C:18]([C:22]1[CH:27]=[CH:26][C:25]([S:28]([NH-:31])(=[O:30])=[O:29])=[CH:24][CH:23]=1)([CH3:21])([CH3:20])[CH3:19].CCN(C(C)C)C(C)C.O>CS(C)=O>[C:18]([C:22]1[CH:27]=[CH:26][C:25]([S:28]([NH:31][C:2]2[C:7]([C:8]3[CH:13]=[CH:12][CH:11]=[CH:10][CH:9]=3)=[C:6]([Cl:14])[N:5]=[C:4]([S:15][CH3:16])[N:3]=2)(=[O:29])=[O:30])=[CH:24][CH:23]=1)([CH3:21])([CH3:19])[CH3:20] |f:1.2|. Procedure details: 2.77 g 4,6-dichloro-2-methylthio-5-phenylpyrimidine was dissolved in 50 ml DMSO and 3.42 g 4-tert-butylbenzenesulfonamide potassium salt and 1 ml Hünig's base was added. Stirring was continued for 24 h. The mixture was poured onto 400 ml water, washed with diethylether and acidified with conc. hydrochloric acid. The product precipitated and was filtered off and dried in vacuo to give 4 g of 4-tert.-butyl-N-(6-chloro-2-methylsulfanyl-5-phenyl-pyrimidin-4-yl)-benzenesulfonamide. LC-MS: tR=6.29 min... Starting materials: FC=1C=C(CN2C(C(CC2)N2C[C@H]([C@@H](CC2)C2=CC=C(C=C2)OC)O)=O)C=CC1C ((±)-rel-1-(3-fluoro-4-methylbenzyl)-3-((3S,4S)-3-hydroxy-4-(4-methoxyphenyl)piperidin-1-yl)pyrrolidin-2-one), B(Br)(Br)Br (boron tribromide). Run in C(Cl)Cl (DCM). Run at time 1 hour. The product is FC=1C=C(CN2C(C(CC2)N2C[C@H]([C@@H](CC2)C2=CC=C(C=C2)O)O)=O)C=CC1C ((±)-rel-1-(3-fluoro-4-methylbenzyl)-3-((3S,4S)-3-hydroxy-4-(4-hydroxyphenyl)piperidin-1-yl)pyrrolidin-2-one). The yield is 49.3%. RXN SMILES: [F:1][C:2]1[CH:3]=[C:4]([CH:27]=[CH:28][C:29]=1[CH3:30])[CH2:5][N:6]1[CH2:10][CH2:9][CH:8]([N:11]2[CH2:16][CH2:15][C@@H:14]([C:17]3[CH:22]=[CH:21][C:20]([O:23]C)=[CH:19][CH:18]=3)[C@H:13]([OH:25])[CH2:12]2)[C:7]1=[O:26].B(Br)(Br)Br>C(Cl)Cl>[F:1][C:2]1[CH:3]=[C:4]([CH:27]=[CH:28][C:29]=1[CH3:30])[CH2:5][N:6]1[CH2:10][CH2:9][CH:8]([N:11]2[CH2:16][CH2:15][C@@H:14]([C:17]3[CH:22]=[CH:21][C:20]([OH:23])=[CH:19][CH:18]=3)[C@H:13]([OH:25])[CH2:12]2)[C:7]1=[O:26]. Reported procedure: To a solution of (±)-rel-1-(3-fluoro-4-methylbenzyl)-3-((3S,4S)-3-hydroxy-4-(4-methoxyphenyl)piperidin-1-yl)pyrrolidin-2-one (300 mg, 0.73 mmol) in DCM (20 mL) under nitrogen at −10° C. was added boron tribromide (0.17 mL, 1.8 mmol) and the reaction mixture was stirred at rt for 1 h. The reaction was then quenched with saturated sodium bicarbonate solution and extracted with 200 mL of ethyl acetate. The organic layer was separated, dried over Na2SO4, filtered, and evaporated under reduced pressu... Reactants: CO, COc1ccc(C2CO2)cc1, NCCN, O. Yields the product COc1ccc(C(O)CNCCN)cc1. RXN SMILES: [CH3:16][OH:17].[CH3:1][O:2][c:3]1[cH:4][cH:5][c:6]([CH:9]2[O:10][CH2:11]2)[cH:7][cH:8]1.[NH2:12][CH2:13][CH2:14][NH2:15].[OH2:18]>>[CH3:1][O:2][c:3]1[cH:4][cH:5][c:6]([CH:9]([OH:10])[CH2:11][NH:12][CH2:13][CH2:14][NH2:15])[cH:7][cH:8]1. The reactants are solution, ClC1=C(C=C(C=C1)Cl)SCCCCOC=1C=C2CCC(NC2=CC1)=O (6-[4-(2,5-dichlorophenyl-mercapto)-butoxy]-3,4-dihydro-carbostyril), OO (hydrogen peroxide). Solvent: C(C)(=O)O (acetic acid), C(C)(=O)O (acetic acid). Product: ClC1=C(C=C(C=C1)Cl)S(=O)CCCCOC=1C=C2CCC(NC2=CC1)=O (6-[4-(2,5-Dichlorophenylsulfinyl)-butoxy]-3,4-dihydro-carbostyril). As a reaction SMILES: [Cl:1][C:2]1[CH:7]=[CH:6][C:5]([Cl:8])=[CH:4][C:3]=1[S:9][CH2:10][CH2:11][CH2:12][CH2:13][O:14][C:15]1[CH:16]=[C:17]2[C:22](=[CH:23][CH:24]=1)[NH:21][C:20](=[O:25])[CH2:19][CH2:18]2.[OH:26]O>C(O)(=O)C>[Cl:1][C:2]1[CH:7]=[CH:6][C:5]([Cl:8])=[CH:4][C:3]=1[S:9]([CH2:10][CH2:11][CH2:12][CH2:13][O:14][C:15]1[CH:16]=[C:17]2[C:22](=[CH:23][CH:24]=1)[NH:21][C:20](=[O:25])[CH2:19][CH2:18]2)=[O:26]. Procedure: A suspension of 5.55 gm (0.014 mol) of 6-[4-(2,5-dichlorophenyl-mercapto)-butoxy]-3,4-dihydro-carbostyril in 40 ml of glacial acetic acid was admixed with 1.19 ml of an aqueous 40.06% solution of hydrogen peroxide (0.014 mol) dissolved in 1.5 ml of glacial acetic acid, and the mixture was stirred at room temperature. The suspension cleared, and an almost clear solution was obtained. After 70 hours white crystals separated out, which were suction-filtered off and recrystallized from ethanol. The reactants are NC1=C(C=CC=C1)NC1=CC(=C(C(=O)C2=C(C=CC=C2)C)C=C1)Cl (4-(2-aminophenylamino)-2-chloro-2′-methylbenzophenone), NC1=C(C=CC=C1)NC1=CC(=C(C(=O)C2=C(C=CC=C2)C)C=C1)Cl (4-(2-aminophenylamino)-2-chloro-2′-methylbenzophenone), CN(C(=O)Cl)C (dimethylcarbamyl chloride), C([O-])([O-])=O.[K+].[K+] (potassium carbonate), O (water). The solvent is CN(C=O)C (N,N-dimethylformamide). Reaction conditions: time 16 hour. Yields the product CC1=C(C(=O)C2=C(C=C(C=C2)NC2=C(C=CC=C2)NC(N(C)C)=O)Cl)C=CC=C1 (3-(2-(4-(2-Methylbenzoyl)-3-chlorophenylamino)phenyl)-1,1-dimethylurea). As a reaction SMILES: [NH2:1][C:2]1[CH:7]=[CH:6][CH:5]=[CH:4][C:3]=1[NH:8][C:9]1[CH:23]=[CH:22][C:12]([C:13]([C:15]2[CH:20]=[CH:19][CH:18]=[CH:17][C:16]=2[CH3:21])=[O:14])=[C:11]([Cl:24])[CH:10]=1.[CH3:25][N:26]([CH3:30])[C:27](Cl)=[O:28].C(=O)([O-])[O-].[K+].[K+].O>CN(C)C=O>[CH3:21][C:16]1[CH:17]=[CH:18][CH:19]=[CH:20][C:15]=1[C:13]([C:12]1[CH:22]=[CH:23][C:9]([NH:8][C:3]2[CH:4]=[CH:5][CH:6]=[CH:7][C:2]=2[NH:1][C:27](=[O:28])[N:26]([CH3:30])[CH3:25])=[CH:10][C:11]=1[Cl:24])=[O:14] |f:2.3.4|. Reported procedure: A mixture of 4-(2-aminophenylamino)-2-chloro-2′-methylbenzophenone (Compound 156, 1.2 g, 3.5 mmol), dimethylcarbamyl chloride (0.32 ml, 3.5 mmol) and potassium carbonate (1.0 g, 7 mmol) in N,N-dimethylformamide (20 ml) was stirred at room temperature for 16 hours. The reaction mixture was poured into water (100 ml) and was extracted with ethyl acetate (3×75 ml). The organic phase was dried (MgSO4), filtered and evaporated in vacuo to give the crude product. The crude product was purified by flas... Reactants: C(C)(C)(C)OC(=O)NCCN([C@H]1COC2=C(C=3N(C1)C=1C=C(C=CC1C3C3CCCCC3)C(=O)OC)C=CC=C2)C (methyl(7R)-7-[{2-[(tert-butoxycarbonyl)amino]ethyl}(methyl)amino]-14-cyclohexyl-7,8-dihydro-6H-indolo[1,2-e][1,5]benzoxazocine-11-carboxylate), C(=O)(C(F)(F)F)O (TFA). The solvent is C(Cl)Cl (DCM). Conditions: time 1 hour. The product is NCCN([C@H]1COC2=C(C=3N(C1)C=1C=C(C=CC1C3C3CCCCC3)C(=O)OC)C=CC=C2)C (methyl(7R)-7-[(2-aminoethyl)(methyl)amino]-14-cyclohexyl-7,8-dihydro-6H-indolo[1,2-e][1,5]benzoxazocine-11-carboxylate). RXN SMILES: C(OC([NH:8][CH2:9][CH2:10][N:11]([CH3:41])[C@@H:12]1[CH2:19][N:18]2[C:20]3[CH:21]=[C:22]([C:33]([O:35][CH3:36])=[O:34])[CH:23]=[CH:24][C:25]=3[C:26]([CH:27]3[CH2:32][CH2:31][CH2:30][CH2:29][CH2:28]3)=[C:17]2[C:16]2[CH:37]=[CH:38][CH:39]=[CH:40][C:15]=2[O:14][CH2:13]1)=O)(C)(C)C.C(O)(C(F)(F)F)=O>C(Cl)Cl>[NH2:8][CH2:9][CH2:10][N:11]([CH3:41])[C@@H:12]1[CH2:19][N:18]2[C:20]3[CH:21]=[C:22]([C:33]([O:35][CH3:36])=[O:34])[CH:23]=[CH:24][C:25]=3[C:26]([CH:27]3[CH2:28][CH2:29][CH2:30][CH2:31][CH2:32]3)=[C:17]2[C:16]2[CH:37]=[CH:38][CH:39]=[CH:40][C:15]=2[O:14][CH2:13]1. Procedure details: A solution of methyl(7R)-7-[{2-[(tert-butoxycarbonyl)amino]ethyl}(methyl)amino]-14-cyclohexyl-7,8-dihydro-6H-indolo[1,2-e][1,5]benzoxazocine-11-carboxylate (prepared as described in Example 1, Step 6) (0.1 M) in DCM was treated with an excess of TFA (>50 eq.). The mixture was stirred at RT for 1 h. All the volatiles were then removed in vacuo and the residue treated with a solution of HCl/Et2O (2 M) and the resulting mixture concentrated in vacuo. The product was used in the next step without fu...